describe an organic reaction: reactants, conditions, products, and yield From a dataset of the Open Reaction Database (ORD), a public repository of structured organic reaction records. Reaction SMILES: [N:1]1[CH:6]=[CH:5][CH:4]=[CH:3][C:2]=1[CH2:7][C:8]([OH:10])=O.[NH2:11][C:12]1[CH:17]=[CH:16][C:15]([Cl:18])=[CH:14][C:13]=1[C:19]([C:21]1[CH:26]=[CH:25][CH:24]=[CH:23][CH:22]=1)=O>>[Cl:18][C:15]1[CH:14]=[C:13]2[C:12](=[CH:17][CH:16]=1)[NH:11][C:8](=[O:10])[C:7]([C:2]1[CH:3]=[CH:4][CH:5]=[CH:6][N:1]=1)=[C:19]2[C:21]1[CH:22]=[CH:23][CH:24]=[CH:25][CH:26]=1. Starting materials: N1=C(C=CC=C1)CC(=O)O ((2-pyridyl)-acetic acid), NC1=C(C=C(C=C1)Cl)C(=O)C1=CC=CC=C1 ((2-amino-5-chloro-phenyl)-phenyl-methanone). The product is ClC=1C=C2C(=C(C(NC2=CC1)=O)C1=NC=CC=C1)C1=CC=CC=C1 (6-Chloro-4-phenyl-3-pyridin-2-yl-1H-quinolin-2-one). The yield is 23.0%. Procedure details: Synthesized from (2-pyridyl)-acetic acid and (2-amino-5-chloro-phenyl)-phenyl-methanone according to general procedure 2 Yield 23%. Starting materials: ClC1=CC=C(C(=O)NC(C(=O)O)CC2C(NC3=CC=CC=C23)=O)C=C1 (2-(4-chlorobenzoylamino)-3-(oxindol-3-yl)propionic acid), C(C1=CC=CC=C1)Cl (benzyl chloride), O (water), 4-hydrate, [H-].[Na+] (sodium hydride). Run in CN(C=O)C (dimethylformamide), CN(C=O)C (dimethylformamide). Run at time 1 hour. Product: ClC1=CC=C(C(=O)NC(C(=O)O)CC2C(N(C3=CC=CC=C23)CC2=CC=CC=C2)=O)C=C1 (2-(4-chlorobenzoylamino)-3-(1-benzyloxindol-3-yl)propionic acid). Reaction SMILES: [Cl:1][C:2]1[CH:25]=[CH:24][C:5]([C:6]([NH:8][CH:9]([CH2:13][CH:14]2[C:22]3[C:17](=[CH:18][CH:19]=[CH:20][CH:21]=3)[NH:16][C:15]2=[O:23])[C:10]([OH:12])=[O:11])=[O:7])=[CH:4][CH:3]=1.[H-].[Na+].[CH2:28](Cl)[C:29]1[CH:34]=[CH:33][CH:32]=[CH:31][CH:30]=1.O>CN(C)C=O>[Cl:1][C:2]1[CH:3]=[CH:4][C:5]([C:6]([NH:8][CH:9]([CH2:13][CH:14]2[C:22]3[C:17](=[CH:18][CH:19]=[CH:20][CH:21]=3)[N:16]([CH2:28][C:29]3[CH:34]=[CH:33][CH:32]=[CH:31][CH:30]=3)[C:15]2=[O:23])[C:10]([OH:12])=[O:11])=[O:7])=[CH:24][CH:25]=1 |f:1.2|. Reported procedure: 479 Milligrams of 2-(4-chlorobenzoylamino)-3-(oxindol-3-yl)propionic acid 1/4-hydrate prepared in Example 3 and 70 mg of 50% sodium hydride (in oil) were admixed in 5 ml of dimethylformamide, and the mixture was stirred at a room temperature for 1 hour. Then a mixture containing of 0.17 ml of benzyl chloride in 3 ml of dimethylformamide was added dropwise slowly into the reaction mixture, and the whole reaction mixture was stirred at a room temperature for 4 hours. The reaction mixture was poure... The reactants are CN(C1=CC=C(C=C1)NC(C1=CC=CC=C1)=O)C (N-(4-dimethylaminophenyl)benzamide), [H-].[Na+] (sodium hydride), [Na] (sodium), NCl (chloramine), CN(C1=CC=C(N)C=C1)C (4-dimethylaminoaniline), C(C1=CC=CC=C1)(=O)Cl (benzoyl chloride). Solvent: CN(C)C=O (DMF), N1=CC=CC=C1 (pyridine). The product is C(C1=CC=CC=C1)(=O)NNC1=CC=C(C=C1)N(C)C (N'-benzoyl-4-dimethylaminophenylhydrazine). Reaction SMILES: [CH3:1][N:2]([CH3:10])[C:3]1[CH:9]=[CH:8][C:6]([NH2:7])=[CH:5][CH:4]=1.C(Cl)(=O)C1C=CC=CC=1.CN(C)C1C=CC([NH:28][C:29](=[O:36])[C:30]2[CH:35]=[CH:34][CH:33]=[CH:32][CH:31]=2)=CC=1.[H-].[Na+].[Na].NCl>CN(C=O)C.N1C=CC=CC=1>[C:29]([NH:28][NH:7][C:6]1[CH:8]=[CH:9][C:3]([N:2]([CH3:10])[CH3:1])=[CH:4][CH:5]=1)(=[O:36])[C:30]1[CH:35]=[CH:34][CH:33]=[CH:32][CH:31]=1 |f:3.4,^1:39|. Reported procedure: Reaction of 4-dimethylaminoaniline with benzoyl chloride in the presence of pyridine and reaction of the resulting N-(4-dimethylaminophenyl)benzamide with sodium hydride in DMF followed by reaction of the resulting sodium salt with chloramine all according to the procedure described above in Example 65 affords N'-benzoyl-4-dimethylaminophenylhydrazine. Reaction of the latter with 3-phthalimidopropyl methyl ketone in refluxing ethanol using the procedure described above in Example 1 affords 1-ben... The reactants are CCCCCBr, CC1CNCCC1(C)c1cccc(-c2c[nH]nn2)c1, CN(C)C=O, [Na+], O=C([O-])O. The product is CCCCCN1CCC(C)(c2cccc(-c3c[nH]nn3)c2)C(C)C1. As a reaction SMILES: [Br:20][CH2:21][CH2:22][CH2:23][CH2:24][CH3:25].[CH3:1][CH:2]1[CH2:3][NH:4][CH2:5][CH2:6][C:7]1([c:8]1[cH:9][c:10](-[c:14]2[n:15][n:16][nH:17][cH:18]2)[cH:11][cH:12][cH:13]1)[CH3:19].[CH3:31][N:32]([CH3:33])[CH:34]=[O:35].[Na+:26].[OH:27][C:28](=[O:29])[O-:30]>>[CH3:1][CH:2]1[CH2:3][N:4]([CH2:21][CH2:22][CH2:23][CH2:24][CH3:25])[CH2:5][CH2:6][C:7]1([c:8]1[cH:9][c:10](-[c:14]2[n:15][n:16][nH:17][cH:18]2)[cH:11][cH:12][cH:13]1)[CH3:19]. The reactants are ClC1=NC=C(C(=O)NC2=CC(=C(C=C2)C)I)C=C1 (6-chloro-N-(3-iodo-4-methyl-phenyl)-nicotinamide), C(=O)(OC(C)(C)C)N[C@@H]1CNCC1 ((−)-(S)-3-(Boc-amino)pyrrolidine), C(C)(C)(C)OC(=O)N1CCN(CC1)C1=NC=C(C=C1)C(NC1=CC(=C(C=C1)C)I)=O (4-[5-(3-iodo-4-methyl-phenylcarbamoyl)-pyridin-2-yl]-piperazine-1-carboxylic acid tert-butyl ester). Yields the product C(C)(C)(C)OC(N[C@@H]1CN(CC1)C1=NC=C(C=C1)C(NC1=CC(=C(C=C1)C)I)=O)=O ({(S)-1-[5-(3-Iodo-4-methyl-phenylcarbamoyl)-pyridin-2-yl]-pyrrolidin-3-yl}-carbamic acid tert-butyl ester). RXN SMILES: ClC1C=CC(C(NC2C=CC(C)=C(I)C=2)=O)=CN=1.C(N[C@H]1CCNC1)(OC(C)(C)C)=O.[C:32]([O:36][C:37]([N:39]1[CH2:44][CH2:43][N:42]([C:45]2[CH:50]=[CH:49][C:48]([C:51](=[O:61])[NH:52][C:53]3[CH:58]=[CH:57][C:56]([CH3:59])=[C:55]([I:60])[CH:54]=3)=[CH:47][N:46]=2)[CH2:41][CH2:40]1)=[O:38])([CH3:35])([CH3:34])[CH3:33]>>[C:32]([O:36][C:37](=[O:38])[NH:39][C@H:40]1[CH2:44][CH2:43][N:42]([C:45]2[CH:50]=[CH:49][C:48]([C:51](=[O:61])[NH:52][C:53]3[CH:58]=[CH:57][C:56]([CH3:59])=[C:55]([I:60])[CH:54]=3)=[CH:47][N:46]=2)[CH2:41]1)([CH3:35])([CH3:34])[CH3:33]. Reported procedure: {(S)-1-[5-(3-Iodo-4-methyl-phenylcarbamoyl)-pyridin-2-yl]-pyrrolidin-3-yl}-carbamic acid tert-butyl ester was prepared from 6-chloro-N-(3-iodo-4-methyl-phenyl)-nicotinamide and (−)-(S)-3-(Boc-amino)pyrrolidine following a method similar to the one described in the synthesis of 4-[5-(3-iodo-4-methyl-phenylcarbamoyl)-pyridin-2-yl]-piperazine-1-carboxylic acid tert-butyl ester above. The product was isolated after a silica gel column purification and a precipitation out of THF with excess of hexane... Reactants: BrC1=CC(=CC(=C1)Cl)Cl (1-Bromo-3,5-dichlorobenzene), [Mg] (magnesium), ClC=1C=C(C=C(C1)Cl)C(C)(C)O[Mg]Br (α-(3,5-dichlorophenyl) isopropoxymagnesium bromide). Run in CC(=O)C (acetone). Product: ClC=1C=C(C(=C)C)C=C(C1)Cl (3,5-dichloro-α-methylstyrene). RXN SMILES: BrC1C=C(Cl)C=C(Cl)C=1.[Mg].[Cl:11][C:12]1[CH:13]=[C:14]([C:19](O[Mg]Br)([CH3:21])[CH3:20])[CH:15]=[C:16]([Cl:18])[CH:17]=1>CC(C)=O>[Cl:11][C:12]1[CH:13]=[C:14]([CH:15]=[C:16]([Cl:18])[CH:17]=1)[C:19]([CH3:21])=[CH2:20]. Procedure: 1-Bromo-3,5-dichlorobenzene is reacted with magnesium in a solvent and acetone is added to react it with the reaction product and a mineral acid is added to hydrolyze the resulting α-(3,5-dichlorophenyl) isopropoxymagnesium bromide and then, the product is dehydrated to obtain 3,5-dichloro-α-methylstyrene. 3,5-Dichloro-α-methylstyrene is useful intermediate for various agricultural chemicals, medicines and dyes and also useful monomer for rubbers, plastics and resins.